describe an organic reaction: reactants, conditions, products, and yield From a dataset of the Open Reaction Database (ORD), a public repository of structured organic reaction records. The solvent is C1CCOC1 (THF), CN(C)C=O (DMF). The yield is 0.5%. RXN SMILES: [CH2:1]([O:13][C:14]1[CH:19]=[CH:18][C:17]([CH2:20][C:21]([S:23][CH2:24][C:25]([O:27]CC)=O)=[O:22])=[CH:16][CH:15]=1)[CH2:2][CH2:3][CH2:4][CH2:5][CH2:6][CH2:7][CH2:8][CH2:9][CH2:10][CH2:11][CH3:12].CC(C)([O-])C.[K+].Cl>C1COCC1.CN(C=O)C>[OH:27][C:25]1[CH2:24][S:23][C:21](=[O:22])[C:20]=1[C:17]1[CH:18]=[CH:19][C:14]([O:13][CH2:1][CH2:2][CH2:3][CH2:4][CH2:5][CH2:6][CH2:7][CH2:8][CH2:9][CH2:10][CH2:11][CH3:12])=[CH:15][CH:16]=1 |f:1.2|. Reactants: C(CCCCCCCCCCC)OC1=CC=C(C=C1)CC(=O)SCC(=O)OCC (ethyl S-(4-dodecyloxyphenyl)acetylthioglycolate), CC(C)([O-])C.[K+] (potassium tertiary butoxide), Cl (HCl). Procedure: In a mixture of THF (50 ml) and DMF (10 ml) was dissolved ethyl S-(4-dodecyloxyphenyl)acetylthioglycolate (2.8 g, 6.6 m mol). To the solution was added at room temperature potassium tertiary butoxide (1.1 g, 10 m mol). The solution was stirred for one hour, to which was then added 2N HCl (20 ml), followed by extraction with ethyl acetate. The organic layer was washed with water, dried and concentrated under reduced pressure. The residue was purified by silica gel chromatography (developing solve... Reaction conditions: time 1 hour. The product is OC1=C(C(SC1)=O)C1=CC=C(C=C1)OCCCCCCCCCCCC (2,5-dihydro-4-hydroxy-3-(4-dodecyloxyphenyl)thiophen-2-one). Starting materials: C(=O)(OC(C)(C)C)ON=C(C#N)C1=CC=CC=C1 (2-(BOC-oxyimino)-2-phenylacetonitrile), NCCCNC\C=C\CNCCCN ((E)-1,5,10,14-tetraazatetradec-7-ene). Run in C1CCOC1 (THF), C1CCOC1 (THF). Yields the product C(=O)(OC(C)(C)C)NCCCN(C\C=C\CN(CCCNC(=O)OC(C)(C)C)C(=O)OC(C)(C)C)C(=O)OC(C)(C)C ((E)-1,5,10,14-tetra-BOC-1,5,10,14-tetraazatetradec-7-ene). As a reaction SMILES: [C:1]([O:8]N=C(C1C=CC=CC=1)C#N)([O:3][C:4]([CH3:7])([CH3:6])[CH3:5])=O.[NH2:19][CH2:20][CH2:21][CH2:22][NH:23][CH2:24]/[CH:25]=[CH:26]/[CH2:27][NH:28][CH2:29][CH2:30][CH2:31][NH2:32]>C1COCC1>[C:1]([NH:32][CH2:31][CH2:30][CH2:29][N:28]([C:1]([O:3][C:4]([CH3:5])([CH3:6])[CH3:7])=[O:8])[CH2:27]/[CH:26]=[CH:25]/[CH2:24][N:23]([C:1]([O:3][C:4]([CH3:7])([CH3:6])[CH3:5])=[O:8])[CH2:22][CH2:21][CH2:20][NH:19][C:1]([O:3][C:4]([CH3:7])([CH3:6])[CH3:5])=[O:8])([O:3][C:4]([CH3:7])([CH3:6])[CH3:5])=[O:8]. Reported procedure: A solution of 25.86 g (105 mmol) of 2-(BOC-oxyimino)-2-phenylacetonitrile (Fluka, Switzerland) in 70 ml of THF is added dropwise over a period of 2 h, with stirring, to a solution, cooled to 5° C., of 5.01 g (25 mmol) of (E)-1,5,10,14-tetraazatetradec-7-ene in 50 ml of THF. The reaction mixture is stirred for a further 16 h at room temperature and is then concentrated by evaporation in vacuo. The residue is purified by flash chromatography, over silica gel having an average particle size of 0.04... Reactants: BrC=1SC(=C(N1)C(NC=1C=NN(C1[C@H]1OC[C@H]([C@@H](CC1)NC(=O)OC(C)(C)C)F)C)=O)NC(OC(C)(C)C)=O (tert-butyl N-[2-bromo-4-[[5-[(2S,5R,6S)-5-(tert-butoxycarbonylamino)-6-fluoro-oxepan-2-yl]-1-methyl-pyrazol-4-yl]carbamoyl]thiazol-5-yl]carbamate), BrC=1SC(=C(N1)C(NC=1C=NN(C1[C@H]1OC[C@H]([C@@H](CC1)NC(=O)OC(C)(C)C)F)C)=O)NC(OC(C)(C)C)=O (tert-butyl N-[2-bromo-4-[[5-[(2S,5R,6S)-5-(tert-butoxycarbonylamino)-6-fluoro-oxepan-2-yl]-1-methyl-pyrazol-4-yl]carbamoyl]thiazol-5-yl]carbamate), FC1=C(C(=CC=C1)C(F)(F)F)B(O)O ((2-fluoro-6-(trifluoromethyl)phenyl)boronic acid). The product is NC1=C(N=C(S1)C1=C(C=CC=C1C(F)(F)F)F)C(=O)NC=1C=NN(C1[C@H]1OC[C@H]([C@@H](CC1)N)F)C (5-amino-N-(5-((2S,5R,6S)-5-amino-6-fluorooxepan-2-yl)-1-methyl-1H-pyrazol-4-yl)-2-(2-fluoro-6-(trifluoromethyl)phenyl)thiazole-4-carboxamide). RXN SMILES: Br[C:2]1[S:3][C:4]([NH:32]C(=O)OC(C)(C)C)=[C:5]([C:7](=[O:31])[NH:8][C:9]2[CH:10]=[N:11][N:12]([CH3:30])[C:13]=2[C@@H:14]2[CH2:20][CH2:19][C@@H:18]([NH:21]C(OC(C)(C)C)=O)[C@H:17]([F:29])[CH2:16][O:15]2)[N:6]=1.[F:40][C:41]1[CH:46]=[CH:45][CH:44]=[C:43]([C:47]([F:50])([F:49])[F:48])[C:42]=1B(O)O>>[NH2:32][C:4]1[S:3][C:2]([C:42]2[C:43]([C:47]([F:49])([F:50])[F:48])=[CH:44][CH:45]=[CH:46][C:41]=2[F:40])=[N:6][C:5]=1[C:7]([NH:8][C:9]1[CH:10]=[N:11][N:12]([CH3:30])[C:13]=1[C@@H:14]1[CH2:20][CH2:19][C@@H:18]([NH2:21])[C@H:17]([F:29])[CH2:16][O:15]1)=[O:31]. Reported procedure: Following the procedure for Example 101 starting from tert-butyl N-[2-bromo-4-[[5-[(2S,5R,6S)-5-(tert-butoxycarbonylamino)-6-fluoro-oxepan-2-yl]-1-methyl-pyrazol-4-yl]carbamoyl]thiazol-5-yl]carbamate (Intermediate 95), and replacing 3,6-dihydro-2H-pyran-4-boronic acid pinacol ester with (2-fluoro-6-(trifluoromethyl)phenyl)boronic acid gave 331. 1H NMR (400 MHz, DMSO-d6) δ 9.18 (s, 1H), 7.81-7.68 (m, 3H), 7.42 (s, 2H), 4.78-4.68 (m, 1H), 4.45-4.26 (m, 1H), 4.14-3.86 (m, 2H), 3.76 (s, 3H), 2.07-1....